From a dataset of the Open Reaction Database (ORD), a public repository of structured organic reaction records. describe an organic reaction: reactants, conditions, products, and yield Reactants: [N+](=O)([O-])C1=C(C(C(=O)OC)=CC(=C1NC(C)=O)Cl)O (methyl 3-nitro-4-acetylamino-5-chlorosalicylate), [Na] (Sodium), Cl (HCl). The solvent is CO (methanol). Run at temperature 20 celsius. Product: [N+](=O)([O-])C1=C(C(C(=O)OC)=CC(=C1N)Cl)O (methyl 3-nitro-4-amino-5-chlorosalicylate). RXN SMILES: [Na].[N+:2]([C:5]1[C:14]([NH:15]C(=O)C)=[C:13]([Cl:19])[CH:12]=[C:7]([C:8]([O:10][CH3:11])=[O:9])[C:6]=1[OH:20])([O-:4])=[O:3].Cl>CO>[N+:2]([C:5]1[C:14]([NH2:15])=[C:13]([Cl:19])[CH:12]=[C:7]([C:8]([O:10][CH3:11])=[O:9])[C:6]=1[OH:20])([O-:4])=[O:3] |^1:0|. Procedure: Sodium (3.8 g, 0.17 m) is dissolved in 150 ml methanol and to this is added methyl 3-nitro-4-acetylamino-5-chlorosalicylate (5 g, 17 mmol) under nitrogen. This mixture is then heated to reflux overnight. The mixture is then cooled to 20° C. and poured into a rapidly stirring mixture of ice and 10% HCl (650 ml). The ppt. which forms is filtered, washed with H2O and dried to obtain methyl 3-nitro-4-amino-5-chlorosalicylate as a yellow powder which is used directly in the next step. The reactants are Cc1nn(C(c2ccccc2)(c2ccccc2)c2ccccc2)cc1-c1ccc2nccc(N3CCN(C(=O)N(C)C)CC3)c2c1, O=C(O)C(F)(F)F. Yields the product Cc1n[nH]cc1-c1ccc2nccc(N3CCN(C(=O)N(C)C)CC3)c2c1. As a reaction SMILES: [CH3:1][c:2]1[n:3][n:4]([C:28]([c:29]2[cH:30][cH:31][cH:32][cH:33][cH:34]2)([c:35]2[cH:36][cH:37][cH:38][cH:39][cH:40]2)[c:41]2[cH:42][cH:43][cH:44][cH:45][cH:46]2)[cH:5][c:6]1-[c:7]1[cH:8][c:9]2[c:10]([N:17]3[CH2:18][CH2:19][N:20]([C:23](=[O:24])[N:25]([CH3:26])[CH3:27])[CH2:21][CH2:22]3)[cH:11][cH:12][n:13][c:14]2[cH:15][cH:16]1.[OH:47][C:48]([C:49]([F:50])([F:51])[F:52])=[O:53]>>[CH3:1][c:2]1[n:3][nH:4][cH:5][c:6]1-[c:7]1[cH:8][c:9]2[c:10]([N:17]3[CH2:18][CH2:19][N:20]([C:23](=[O:24])[N:25]([CH3:26])[CH3:27])[CH2:21][CH2:22]3)[cH:11][cH:12][n:13][c:14]2[cH:15][cH:16]1. Product: CCC(CC)(c1ccc(CCC(O)C(C)(C)C)c(C)c1)c1ccc(-c2cccc(C(O)C(=O)OC)c2)c(C)c1. As a reaction SMILES: [CH3:8][O:9][C:10]([CH:11]([OH:12])[c:13]1[cH:14][c:15](-[c:19]2[c:20]([CH3:52])[cH:21][c:22]([C:25]([CH2:26][CH3:27])([CH2:28][CH3:29])[c:30]3[cH:31][c:32]([CH3:51])[c:33]([CH2:36][CH2:37][CH:38]([C:39]([CH3:40])([CH3:41])[CH3:42])[O:43][Si:44]([C:45]([CH3:46])([CH3:47])[CH3:48])([CH3:49])[CH3:50])[cH:34][cH:35]3)[cH:23][cH:24]2)[cH:16][cH:17][cH:18]1)=[O:53].[Cl:54][CH2:55][Cl:56].[OH:1][C:2]([C:3]([F:4])([F:5])[F:6])=[O:7]>>[CH3:8][O:9][C:10]([CH:11]([OH:12])[c:13]1[cH:14][c:15](-[c:19]2[c:20]([CH3:52])[cH:21][c:22]([C:25]([CH2:26][CH3:27])([CH2:28][CH3:29])[c:30]3[cH:31][c:32]([CH3:51])[c:33]([CH2:36][CH2:37][CH:38]([C:39]([CH3:40])([CH3:41])[CH3:42])[OH:43])[cH:34][cH:35]3)[cH:23][cH:24]2)[cH:16][cH:17][cH:18]1)=[O:53]. The reactants are CCC(CC)(c1ccc(CCC(O[Si](C)(C)C(C)(C)C)C(C)(C)C)c(C)c1)c1ccc(-c2cccc(C(O)C(=O)OC)c2)c(C)c1, ClCCl, O=C(O)C(F)(F)F. Reactants: C=C(C)c1c(C(=O)c2cc(C)cc(C#N)c2)[nH]c(=O)[nH]c1=O, O=C([O-])[O-], CCOC(C)=O, COc1ccc(CNc2cc(COS(C)(=O)=O)cc(F)n2)cc1, [I-], [K+], [K+], [Li+], CN(C)C=O. The product is C=C(C)c1c(C(=O)c2cc(C)cc(C#N)c2)n(Cc2cc(F)nc(NCc3ccc(OC)cc3)c2)c(=O)[nH]c1=O. As a reaction SMILES: [C:1](=[CH2:2])([CH3:3])[c:4]1[c:5]([C:12](=[O:13])[c:14]2[cH:15][c:16]([C:17]#[N:18])[cH:19][c:20]([CH3:22])[cH:21]2)[nH:6][c:7](=[O:11])[nH:8][c:9]1=[O:10].[C:48](=[O:49])([O-:50])[O-:51].[CH3:59][CH2:60][O:61][C:62](=[O:63])[CH3:64].[F:23][c:24]1[n:25][c:26]([NH:36][CH2:37][c:38]2[cH:39][cH:40][c:41]([O:44][CH3:45])[cH:42][cH:43]2)[cH:27][c:28]([CH2:30][O:31][S:32]([CH3:33])(=[O:34])=[O:35])[cH:29]1.[I-:46].[K+:52].[K+:53].[Li+:47].[O:54]=[CH:55][N:56]([CH3:57])[CH3:58]>>[C:1](=[CH2:2])([CH3:3])[c:4]1[c:5]([C:12](=[O:13])[c:14]2[cH:15][c:16]([C:17]#[N:18])[cH:19][c:20]([CH3:22])[cH:21]2)[n:6]([CH2:30][c:28]2[cH:27][c:26]([NH:36][CH2:37][c:38]3[cH:39][cH:40][c:41]([O:44][CH3:45])[cH:42][cH:43]3)[n:25][c:24]([F:23])[cH:29]2)[c:7](=[O:11])[nH:8][c:9]1=[O:10]. Reactants: B(Br)(Br)Br (BBr3), COC1=CC=C2C(C(COC2=C1)(C1=CC=NC=C1)C)CCCCCCCCCSCCCC(C(F)(F)F)(F)F ((3RS,4RS)-7-methoxy-3-methyl-4-[9-(4,4,5,5,5-pentafluoropentylthio)nonyl]-3-(4-pyridyl)chroman), C(=O)(O)[O-].[Na+] (NaHCO3). The solvent is C(Cl)Cl (methylene chloride). Run at time 2 hour. Yields the product OC1=CC=C2C(C(COC2=C1)(C1=CC=NC=C1)C)CCCCCCCCCSCCCC(C(F)(F)F)(F)F ((3RS,4RS)-7-hydroxy-3-methyl-4-[9-(4,4,5,5,5-pentafluoropentylthio)nonyl]-3-(4-pyridyl)chroman). The yield is 42.5%. RXN SMILES: C[O:2][C:3]1[CH:12]=[C:11]2[C:6]([CH:7]([CH2:20][CH2:21][CH2:22][CH2:23][CH2:24][CH2:25][CH2:26][CH2:27][CH2:28][S:29][CH2:30][CH2:31][CH2:32][C:33]([F:39])([F:38])[C:34]([F:37])([F:36])[F:35])[C:8]([CH3:19])([C:13]3[CH:18]=[CH:17][N:16]=[CH:15][CH:14]=3)[CH2:9][O:10]2)=[CH:5][CH:4]=1.B(Br)(Br)Br.C([O-])(O)=O.[Na+]>C(Cl)Cl>[OH:2][C:3]1[CH:12]=[C:11]2[C:6]([CH:7]([CH2:20][CH2:21][CH2:22][CH2:23][CH2:24][CH2:25][CH2:26][CH2:27][CH2:28][S:29][CH2:30][CH2:31][CH2:32][C:33]([F:39])([F:38])[C:34]([F:37])([F:35])[F:36])[C:8]([CH3:19])([C:13]3[CH:14]=[CH:15][N:16]=[CH:17][CH:18]=3)[CH2:9][O:10]2)=[CH:5][CH:4]=1 |f:2.3|. Procedure: To a solution of (3RS,4RS)-7-methoxy-3-methyl-4-[9-(4,4,5,5,5-pentafluoropentylthio)nonyl]-3-(4-pyridyl)chroman (15.2 mg, 0.0265 mmol) in methylene chloride (1 ml) was added at −78° C. BBr3 (1.0 mol/l, 0.080 ml), which was then slowly warmed, and stirred for 2 hours under ice-cooling. After the reaction was completed saturated aqueous NaHCO3, solution was added under ice-cooling, the resulting mixture was then extracted with chloroform and washed with saturated saline solution. The organic layer... The reactants are CCCCCCN1C(=O)C2N=NC(c3cccc([N+](=O)[O-])c3)(C(C)C)C2C1=O, C1COCCO1. Yields the product CCCCCCN1C(=O)C2C(C1=O)C2(c1cccc([N+](=O)[O-])c1)C(C)C. As a reaction SMILES: [CH2:1]([CH2:2][CH2:3][CH2:4][CH2:5][CH3:6])[N:7]1[C:8](=[O:28])[CH:9]2[N:10]=[N:11][C:12]([c:16]3[cH:17][c:18]([N+:22](=[O:23])[O-:24])[cH:19][cH:20][cH:21]3)([CH:25]([CH3:26])[CH3:27])[CH:13]2[C:14]1=[O:15].[O:29]1[CH2:30][CH2:31][O:32][CH2:33][CH2:34]1>>[CH2:1]([CH2:2][CH2:3][CH2:4][CH2:5][CH3:6])[N:7]1[C:8](=[O:28])[CH:9]2[C:12]([c:16]3[cH:17][c:18]([N+:22](=[O:23])[O-:24])[cH:19][cH:20][cH:21]3)([CH:25]([CH3:26])[CH3:27])[CH:13]2[C:14]1=[O:15]. Starting materials: [N+](=O)([O-])C=1C=C(C=CC1)C=1N=C(SC1)C1CCOCC1 (4-(3-nitrophenyl)-2-(tetrahydro-2H-pyran-4-yl)-1,3-thiazole), C(C)(=O)[O-].[Na+] (sodium acetate), BrBr (Br2), BrBr (bromine). Solvent: C(C)(=O)O (acetic acid), [OH-].[Na+] (sodium hydroxide). Run at time 30 minute. The product is BrC1=C(N=C(S1)C1CCOCC1)C1=CC(=CC=C1)[N+](=O)[O-] (5-bromo-4-(3-nitrophenyl)-2-(tetrahydro-2H-pyran-4-yl)-1,3-thiazole). Yield: 100.0%. As a reaction SMILES: [N+:1]([C:4]1[CH:5]=[C:6]([C:10]2[N:11]=[C:12]([CH:15]3[CH2:20][CH2:19][O:18][CH2:17][CH2:16]3)[S:13][CH:14]=2)[CH:7]=[CH:8][CH:9]=1)([O-:3])=[O:2].C([O-])(=O)C.[Na+].[Br:26]Br>C(O)(=O)C.[OH-].[Na+]>[Br:26][C:14]1[S:13][C:12]([CH:15]2[CH2:20][CH2:19][O:18][CH2:17][CH2:16]2)=[N:11][C:10]=1[C:6]1[CH:7]=[CH:8][CH:9]=[C:4]([N+:1]([O-:3])=[O:2])[CH:5]=1 |f:1.2,5.6|. Procedure details: To a solution of 4-(3-nitrophenyl)-2-(tetrahydro-2H-pyran-4-yl)-1,3-thiazole (113 mg, 0.390 mmol) in acetic acid (10.5 mL), sodium acetate (71 mg, 0.866 mmol, 2.2 eq.) was added, and the mixture stirred for 30 min. To the solution so obtained, bromine was added dropwise and the reaction followed by HPLC up to completion (total Br2: 44 μL, 137 mg, 0.86 mmol, 2.2 eq). The solution was poured in 100 mL of 1M sodium hydroxide and extracted three times with ethyl acetate. The organic layer was washed...